From a dataset of the Open Reaction Database (ORD), a public repository of structured organic reaction records. describe an organic reaction: reactants, conditions, products, and yield Run in C1CCOC1 (THF). Procedure details: To a stirred solution of 8-diphenylphoshinoquinoline (1) (10 g, 31.95 mmol) in dry THF (150 mL) under nitrogen was added MeLi (39.9 mL, 1.6 M in diethyl ether, 1 mmol) at −78° C. and the solution was stirred at 0° C. for 10 minutes. The solution was cooled down to −78° C., saturated aqueous NH4Cl solution (100 mL) was added and the mixture was warmed to room temperature. Products were extracted with EtOAc, washed with water and saturated aqueous NaCl, dried (MgSO4) and evaporated to give 2 as a ... Run at temperature 0 celsius, time 10 minute. Starting materials: C1(=CC=CC=C1)P(C=1C=CC=C2C=CC=NC12)C1=CC=CC=C1 (8-Diphenylphoshinoquinoline), [Li]C (MeLi), [NH4+].[Cl-] (NH4Cl). The product is C1(=CC=CC=C1)P(C=1C=CC=C2C=CC(NC12)C)C1=CC=CC=C1 (8-Diphenylphosphino-2-methyl-1,2-dihydroquinoline). RXN SMILES: [C:1]1([P:7]([C:18]2[CH:23]=[CH:22][CH:21]=[CH:20][CH:19]=2)[C:8]2[CH:9]=[CH:10][CH:11]=[C:12]3[C:17]=2[N:16]=[CH:15][CH:14]=[CH:13]3)[CH:6]=[CH:5][CH:4]=[CH:3][CH:2]=1.[Li][CH3:25].[NH4+].[Cl-]>C1COCC1>[C:18]1([P:7]([C:1]2[CH:2]=[CH:3][CH:4]=[CH:5][CH:6]=2)[C:8]2[CH:9]=[CH:10][CH:11]=[C:12]3[C:17]=2[NH:16][CH:15]([CH3:25])[CH:14]=[CH:13]3)[CH:19]=[CH:20][CH:21]=[CH:22][CH:23]=1 |f:2.3|.